This data is from the Open Reaction Database (ORD), a public repository of structured organic reaction records. The task is: describe an organic reaction: reactants, conditions, products, and yield The reactants are OC1=CC=C(C=C1)CS(=O)(=O)N ((4-hydroxyphenyl)methanesulfonamide), ClC1=CC(=NC(=N1)C)C#N (6-chloro-2-methylpyrimidine-4-carbonitrile), C([O-])([O-])=O.[K+].[K+] (potassium carbonate). The solvent is [Cl-].[Na+].O (brine), CN(C)C=O (DMF). Conditions: time 3 hour. Yields the product C(#N)C1=CC(=NC(=N1)C)OC1=CC=C(C=C1)CS(=O)(=O)N ([4-(6-Cyano-2-methyl-pyrimidin-4-yl)oxyphenyl]methanesulfonamide). Isolated yield 120.2%. Reaction SMILES: Cl[C:2]1[N:7]=[C:6]([CH3:8])[N:5]=[C:4]([C:9]#[N:10])[CH:3]=1.[OH:11][C:12]1[CH:17]=[CH:16][C:15]([CH2:18][S:19]([NH2:22])(=[O:21])=[O:20])=[CH:14][CH:13]=1.C(=O)([O-])[O-].[K+].[K+]>CN(C=O)C.[Cl-].[Na+].O>[C:9]([C:4]1[N:5]=[C:6]([CH3:8])[N:7]=[C:2]([O:11][C:12]2[CH:17]=[CH:16][C:15]([CH2:18][S:19]([NH2:22])(=[O:20])=[O:21])=[CH:14][CH:13]=2)[CH:3]=1)#[N:10] |f:2.3.4,6.7.8|. Procedure details: Dissolve 6-chloro-2-methylpyrimidine-4-carbonitrile (628 mg, 4.1 mmol) in DMF (15 mL) at RT under a nitrogen atmosphere. Add (4-hydroxyphenyl)methanesulfonamide (859 mg, 4.1 mmol) and potassium carbonate (1.13 g, 8.2 mmol) to the solution. Stir at ambient temperature for 3 hours. Pour the mixture into a brine solution, and extract with EtOAc. Combine the extracts; dry over magnesium sulfate; filter; and concentrate the filtrate under reduced pressure to provide the title compound (80% pure, 1.5 ...